This data is from the Open Reaction Database (ORD), a public repository of structured organic reaction records. The task is: describe an organic reaction: reactants, conditions, products, and yield The reactants are [OH-].[Li+] (lithium hydroxide), O1CCCC1 (tetrahydrofuran), COC(CN1C(=C(C2=CC(=CC=C12)F)CC1=C(N=CS1)S(=O)(=O)C1=CC=CC=C1)C)=O ([3-(4-benzenesulfonylthiazol-5-ylmethyl)-5-fluoro-2-methylindol-1-yl]acetic acid methyl ester). The yield is 98.0%. Run at time 30 minute. Procedure details: A mixture of lithium hydroxide (0.10 g), tetrahydrofuran (1.0 mL) and water (1.0 mL) was treated [3-(4-benzenesulfonylthiazol-5-ylmethyl)-5-fluoro-2-methylindol-1-yl]acetic acid methyl ester (0.20 g), and the resulting mixture was stirred at room temperature for 30 minutes. The mixture was diluted with water, concentrated to low bulk under reduced pressure and acidified by the addition of 1.0 M aqueous hydrochloric acid solution. The resulting precipitate was collected by filtration, washed with... Reaction SMILES: [OH-].[Li+].O1CCCC1.C[O:9][C:10](=[O:38])[CH2:11][N:12]1[C:20]2[C:15](=[CH:16][C:17]([F:21])=[CH:18][CH:19]=2)[C:14]([CH2:22][C:23]2[S:27][CH:26]=[N:25][C:24]=2[S:28]([C:31]2[CH:36]=[CH:35][CH:34]=[CH:33][CH:32]=2)(=[O:30])=[O:29])=[C:13]1[CH3:37]>O>[C:31]1([S:28]([C:24]2[N:25]=[CH:26][S:27][C:23]=2[CH2:22][C:14]2[C:15]3[C:20](=[CH:19][CH:18]=[C:17]([F:21])[CH:16]=3)[N:12]([CH2:11][C:10]([OH:38])=[O:9])[C:13]=2[CH3:37])(=[O:29])=[O:30])[CH:36]=[CH:35][CH:34]=[CH:33][CH:32]=1 |f:0.1|. The product is C1(=CC=CC=C1)S(=O)(=O)C=1N=CSC1CC1=C(N(C2=CC=C(C=C12)F)CC(=O)O)C ([3-(4-benzenesulfonylthiazol-5-ylmethyl)-5-fluoro-2-methylindol-1-yl]acetic acid). Solvent: O (water), O (water). Reactants: CC(C)(C)O, C=CCCCCn1c(=O)c2c(ncn2C)n(C)c1=O, C[N+]1([O-])CCOCC1, CC(C)=O, [Na+], [Na+], O, O=S([O-])S(=O)[O-]. Yields the product Cn1cnc2c1c(=O)n(CCCCC(O)CO)c(=O)n2C. As a reaction SMILES: [C:41]([OH:42])([CH3:43])([CH3:44])[CH3:45].[CH2:1]([CH2:2][CH2:3][CH2:4][CH:5]=[CH2:6])[n:7]1[c:8](=[O:9])[n:10]([CH3:19])[c:11]2[n:12][cH:13][n:14]([CH3:18])[c:15]2[c:16]1=[O:17].[CH3:20][N+:21]1([O-:22])[CH2:23][CH2:25][O:24][CH2:26][CH2:27]1.[CH3:37][C:38](=[O:39])[CH3:40].[Na+:34].[Na+:35].[OH2:36].[S:28]([S:29]([O-:30])=[O:31])([O-:32])=[O:33]>>[CH2:1]([CH2:2][CH2:3][CH2:4][CH:5]([CH2:6][OH:24])[OH:36])[n:7]1[c:8](=[O:9])[n:10]([CH3:19])[c:11]2[n:12][cH:13][n:14]([CH3:18])[c:15]2[c:16]1=[O:17]. The reactants are NC=1C=CC2=C(N(C=N2)CC2=C(C=C(C(=O)OC)C=C2)OC)C1 (methyl 4-(6-aminobenzimidazol-1-ylmethyl)-3-methoxybenzoate), N1=C(C=CC=C1C)C (2,6-lutidine), ClC(=O)OC1CCCC1 (cyclopentyl chloroformate). The solvent is ClCCl (dichloromethane), ClCCl (dichloromethane). Conditions: time 24 hour. The product is C1(CCCC1)OC(=O)NC=1C=CC2=C(N(C=N2)CC2=C(C=C(C(=O)OC)C=C2)OC)C1 (Methyl 4-[6-(cyclopentyloxycarbonyl)aminobenzimidazol-1-ylmethyl]-3-methoxybenzoate). Yield: 66.5%. Reaction SMILES: [NH2:1][C:2]1[CH:3]=[CH:4][C:5]2[N:9]=[CH:8][N:7]([CH2:10][C:11]3[CH:20]=[CH:19][C:14]([C:15]([O:17][CH3:18])=[O:16])=[CH:13][C:12]=3[O:21][CH3:22])[C:6]=2[CH:23]=1.N1C(C)=CC=CC=1C.Cl[C:33]([O:35][CH:36]1[CH2:40][CH2:39][CH2:38][CH2:37]1)=[O:34]>ClCCl>[CH:36]1([O:35][C:33]([NH:1][C:2]2[CH:3]=[CH:4][C:5]3[N:9]=[CH:8][N:7]([CH2:10][C:11]4[CH:20]=[CH:19][C:14]([C:15]([O:17][CH3:18])=[O:16])=[CH:13][C:12]=4[O:21][CH3:22])[C:6]=3[CH:23]=2)=[O:34])[CH2:40][CH2:39][CH2:38][CH2:37]1. Procedure details: A solution of methyl 4-(6-aminobenzimidazol-1-ylmethyl)-3-methoxybenzoate (J) (0.63 g.) and 2,6-lutidine (0.36 ml.) in dichloromethane (10 ml.) was treated with cyclopentyl chloroformate (0.33 g.). After stirring for 24 hours the solution was diluted with dichloromethane. The mixture was washed successively with 20% w/v sodium hydroxide, water, and brine, then dried (MgSO4) and evaporated. The resultant residue was purified by flash chromatography on a 6×20 cm. silica gel column using 1:3 v/v he... Starting materials: CC(=O)Cl, Cc1ccccc1, Cc1ccc(-n2nc(O)c3c(c2=O)Cc2ccc(Cl)cc2N3)cc1, Cc1cccc(C)n1. The product is CC(=O)Oc1nn(-c2ccc(C)cc2)c(=O)c2c1Nc1cc(Cl)ccc1C2. Reaction SMILES: [CH3:25][C:26]([Cl:27])=[O:28].[CH3:37][c:38]1[cH:39][cH:40][cH:41][cH:42][cH:43]1.[Cl:1][c:2]1[cH:3][cH:4][c:5]2[c:10]([cH:11]1)[NH:9][c:8]1[c:7]([c:15](=[O:16])[n:14](-[c:17]3[cH:18][cH:19][c:20]([CH3:23])[cH:21][cH:22]3)[n:13][c:12]1[OH:24])[CH2:6]2.[n:29]1[c:30]([CH3:31])[cH:32][cH:33][cH:34][c:35]1[CH3:36]>>[Cl:1][c:2]1[cH:3][cH:4][c:5]2[c:10]([cH:11]1)[NH:9][c:8]1[c:7]([c:15](=[O:16])[n:14](-[c:17]3[cH:18][cH:19][c:20]([CH3:23])[cH:21][cH:22]3)[n:13][c:12]1[O:24][C:26]([CH3:25])=[O:28])[CH2:6]2. The reactants are NC1=CC=C(CC2=NC=3N(C(N(C(C3N2)=O)CC2=C(C=CC=C2)F)=O)CCCC)C=C1 (8-(4-amino-benzyl)-3-butyl-1-(2-fluoro-benzyl)-3,7-dihydro-purine-2,6-dione), FC(C1=CC=C(C=C1)S(=O)(=O)Cl)(F)F (4-(trifluoromethyl)-benzenesulfonyl chloride). Product: C(CCC)N1C(N(C(C=2NC(=NC12)CC1=CC=C(C=C1)NS(=O)(=O)C1=CC=C(C=C1)C(F)(F)F)=O)CC1=C(C=CC=C1)F)=O (N-{4-[3-Butyl-1-(2-fluoro-benzyl)-2,6-dioxo-2,3,6,7-tetrahydro-1H-purin-8-ylmethyl]-phenyl}-4-trifluoromethyl-benzenesulfonamide). As a reaction SMILES: [NH2:1][C:2]1[CH:31]=[CH:30][C:5]([CH2:6][C:7]2[NH:15][C:14]3[C:13](=[O:16])[N:12]([CH2:17][C:18]4[CH:23]=[CH:22][CH:21]=[CH:20][C:19]=4[F:24])[C:11](=[O:25])[N:10]([CH2:26][CH2:27][CH2:28][CH3:29])[C:9]=3[N:8]=2)=[CH:4][CH:3]=1.[F:32][C:33]([F:45])([F:44])[C:34]1[CH:39]=[CH:38][C:37]([S:40](Cl)(=[O:42])=[O:41])=[CH:36][CH:35]=1>>[CH2:26]([N:10]1[C:9]2[N:8]=[C:7]([CH2:6][C:5]3[CH:4]=[CH:3][C:2]([NH:1][S:40]([C:37]4[CH:36]=[CH:35][C:34]([C:33]([F:32])([F:44])[F:45])=[CH:39][CH:38]=4)(=[O:42])=[O:41])=[CH:31][CH:30]=3)[NH:15][C:14]=2[C:13](=[O:16])[N:12]([CH2:17][C:18]2[CH:23]=[CH:22][CH:21]=[CH:20][C:19]=2[F:24])[C:11]1=[O:25])[CH2:27][CH2:28][CH3:29]. Reported procedure: Prepared from 8-(4-amino-benzyl)-3-butyl-1-(2-fluoro-benzyl)-3,7-dihydro-purine-2,6-dione and 4-(trifluoromethyl)-benzenesulfonyl chloride. Purity (ELSD, based on MW=629.6)=94%. Reactants: CCOC(=O)CBr, CC(C)=CCn1c(N2CCN(C(=O)OC(C)(C)C)CC2)nc2[nH]c(=O)n(COC(=O)C(C)(C)C)c(=O)c21, O=C([O-])[O-], CN(C)C=O, CCOC(C)=O, [K+], [K+]. Yields the product CCOC(=O)Cn1c(=O)n(COC(=O)C(C)(C)C)c(=O)c2c1nc(N1CCN(C(=O)OC(C)(C)C)CC1)n2CC=C(C)C. As a reaction SMILES: [Br:44][CH2:45][C:46](=[O:47])[O:48][CH2:49][CH3:50].[C:1]([CH3:2])([CH3:3])([CH3:4])[O:5][C:6](=[O:7])[N:8]1[CH2:9][CH2:10][N:11]([c:14]2[n:15][c:16]3[nH:17][c:18](=[O:37])[n:19]([CH2:29][O:30][C:31]([C:32]([CH3:33])([CH3:34])[CH3:35])=[O:36])[c:20](=[O:28])[c:21]3[n:22]2[CH2:23][CH:24]=[C:25]([CH3:26])[CH3:27])[CH2:12][CH2:13]1.[C:38](=[O:39])([O-:40])[O-:41].[CH3:51][N:52]([CH3:53])[CH:54]=[O:55].[CH3:56][CH2:57][O:58][C:59](=[O:60])[CH3:61].[K+:42].[K+:43]>>[C:1]([CH3:2])([CH3:3])([CH3:4])[O:5][C:6](=[O:7])[N:8]1[CH2:9][CH2:10][N:11]([c:14]2[n:15][c:16]3[n:17]([CH2:45][C:46](=[O:47])[O:48][CH2:49][CH3:50])[c:18](=[O:37])[n:19]([CH2:29][O:30][C:31]([C:32]([CH3:33])([CH3:34])[CH3:35])=[O:36])[c:20](=[O:28])[c:21]3[n:22]2[CH2:23][CH:24]=[C:25]([CH3:26])[CH3:27])[CH2:12][CH2:13]1. The reactants are NN (hydrazine), O1[C@H](CN2C(C=3C(C2=O)=CC=CC3)=O)C1 ((R)—N-(2,3-epoxypropyl)-phthalimide), CC1=C(C=CC(=C1)C)O (2,4-dimethylphenol), C1CCC2=NCCCN2CC1 (DBU). The solvent is C1(=CC=CC=C1)C (toluene), C(C)(C)O (isopropanol). Conditions: temperature 120 celsius, time 4 hour. Yields the product NC[C@H](COC1=C(C=C(C=C1)C)C)O ((R)-1-Amino-3-(2,4-dimethylphenoxy)propan-2-ol). Reaction SMILES: [O:1]1[CH2:15][C@H:2]1[CH2:3][N:4]1C(=O)C2=CC=CC=C2C1=O.[CH3:16][C:17]1[CH:22]=[C:21]([CH3:23])[CH:20]=[CH:19][C:18]=1[OH:24].C1CCN2C(=NCCC2)CC1.NN>C1(C)C=CC=CC=1.C(O)(C)C>[NH2:4][CH2:3][C@@H:2]([OH:1])[CH2:15][O:24][C:18]1[CH:19]=[CH:20][C:21]([CH3:23])=[CH:22][C:17]=1[CH3:16]. Procedure details: To a solution of (R)—N-(2,3-epoxypropyl)-phthalimide (3.0 g, 14.8 mmol) and 2,4-dimethylphenol (1.6 g, 13.0 mmol) in toluene (30 mL) was added DBU (1.3 mmol) and the resulting mixture was heated at 120° C. for 18 h. The reaction mixture was cooled to 75° C., diluted with isopropanol (50 mL) and treated with hydrazine (4 mL). After stirring the mixture at 80° C. for 4 h, cooled to room temperature and solvents were evaporated in vacuo. The residue was dissolved in aq. NaOH (100 mL, 5 N) and extra... Reactants: C(C#C)Br (propargyl bromide), C1(=CC=CC=C1)C(CC1=CC=C(C=C1)Cl)N (1-phenyl-2-(4-chlorophenyl)ethylamine), C(C#C)Br (propargyl bromide), C(C)(C)N(CC)C(C)C (diisopropylethylamine). Run in O1CCCC1 (tetrahydrofuran). Run at time 2 hour. The product is desired intermediate, Cl.C(C#C)NC(CC1=CC=C(C=C1)Cl)C1=CC=CC=C1 (N-propargyl-1-phenyl-2-(4-chlorophenyl)ethylamine hydrochloride). As a reaction SMILES: [C:1]1([CH:7]([NH2:16])[CH2:8][C:9]2[CH:14]=[CH:13][C:12]([Cl:15])=[CH:11][CH:10]=2)[CH:6]=[CH:5][CH:4]=[CH:3][CH:2]=1.[CH2:17](Br)[C:18]#[CH:19].C(N(C(C)C)CC)(C)C>O1CCCC1>[ClH:15].[CH2:19]([NH:16][CH:7]([C:1]1[CH:2]=[CH:3][CH:4]=[CH:5][CH:6]=1)[CH2:8][C:9]1[CH:10]=[CH:11][C:12]([Cl:15])=[CH:13][CH:14]=1)[C:18]#[CH:17] |f:4.5|. Procedure: A stirred solution of 1-phenyl-2-(4-chlorophenyl)ethylamine (6.00 gm, 2.6×10-2 mol), propargyl bromide (80% in toluene, 4.82 gm, 3.2×10-2 mol), and diisopropylethylamine (5.04 gm, 3.9×10-2 mol) in 50 ml of anhydrous tetrahydrofuran was refluxed at 90° C. under a dry nitrogen atmosphere for four hours. Then, an additional portion of propargyl bromide (0.48 gm, 3.9×10-3 mol) was added, and reflux was continued to another two hours. The reaction mixture was cooled to room temperature, and the resul...